Task: describe an organic reaction: reactants, conditions, products, and yield. Dataset: the Open Reaction Database (ORD), a public repository of structured organic reaction records Starting materials: C1(=CC=C(C=C1)S(=O)(=O)Cl)C (p-toluenesulfonyl chloride), C1=CC(=CC(=C1)Cl)C(=O)OO (mCPBA), ClCC=1N(C2=C(C=NC=3C=CC=CC23)N1)CC(C)(O)C (1-[2-(chloromethyl)-1H-imidazo[4,5-c]quinolin-1-yl]-2-methylpropan-2-ol), [OH-].[NH4+] (ammonium hydroxide). Solvent: C(Cl)(Cl)Cl (chloroform). Conditions: time 1.5 hour. The product is NC1=NC=2C=CC=CC2C2=C1N=C(N2CC(C)(O)C)CCl (1-[4-amino-2-(chloromethyl)-1H-imidazo[4,5-c]quinolin-1-yl]-2-methylpropan-2-ol). Reaction SMILES: C1C=C(Cl)C=C(C(OO)=O)C=1.[Cl:12][CH2:13][C:14]1[N:15]([CH2:27][C:28]([CH3:31])([OH:30])[CH3:29])[C:16]2[C:25]3[CH:24]=[CH:23][CH:22]=[CH:21][C:20]=3[N:19]=[CH:18][C:17]=2[N:26]=1.[OH-].[NH4+:33].C1(C)C=CC(S(Cl)(=O)=O)=CC=1>C(Cl)(Cl)Cl>[NH2:33][C:18]1[C:17]2[N:26]=[C:14]([CH2:13][Cl:12])[N:15]([CH2:27][C:28]([CH3:31])([OH:30])[CH3:29])[C:16]=2[C:25]2[CH:24]=[CH:23][CH:22]=[CH:21][C:20]=2[N:19]=1 |f:2.3|. Procedure: mCPBA (77% pure, 36.5 g, 163 mmol) was added over 10 minutes to a stirred suspension of 1-[2-(chloromethyl)-1H-imidazo[4,5-c]quinolin-1-yl]-2-methylpropan-2-ol (23.6 g, 81.4 mmol) in chloroform (500 mL). The resulting solution was stirred at room temperature for 1.5 hours. Concentrated ammonium hydroxide (200 mL) was added. After 5 minutes, p-toluenesulfonyl chloride (18.6 g, 97.7 mmol) was added in portions. The mixture was stirred at room temperature for 2.3 hours, then was transferred to a se... Reactants: CC#N, CCN(C(C)C)C(C)C, Oc1nsnc1-c1ccccc1, NS(=O)(=O)Cl. Product: NS(=O)(=O)Oc1nsnc1-c1ccccc1. As a reaction SMILES: [CH3:27][C:28]#[N:29].[CH:18]([N:19]([CH:20]([CH3:21])[CH3:22])[CH2:23][CH3:24])([CH3:25])[CH3:26].[OH:1][c:2]1[n:3][s:4][n:5][c:6]1-[c:7]1[cH:8][cH:9][cH:10][cH:11][cH:12]1.[S:13]([NH2:14])(=[O:15])(=[O:16])[Cl:17]>>[O:1]([c:2]1[n:3][s:4][n:5][c:6]1-[c:7]1[cH:8][cH:9][cH:10][cH:11][cH:12]1)[S:13]([NH2:14])(=[O:15])=[O:16]. RXN SMILES: [CH3:1][N:2]([CH2:4][C:5]1[NH:14][C:13](=O)[C:12]2[C:7](=[CH:8][C:9]([O:18][CH3:19])=[C:10]([O:16][CH3:17])[CH:11]=2)[N:6]=1)[CH3:3].P(Cl)(Cl)([Cl:22])=O>>[Cl:22][C:13]1[C:12]2[C:7](=[CH:8][C:9]([O:18][CH3:19])=[C:10]([O:16][CH3:17])[CH:11]=2)[N:6]=[C:5]([CH2:4][N:2]([CH3:3])[CH3:1])[N:14]=1. Isolated yield 93.0%. Procedure details: A mixture of 2-((dimethylamino)methyl)-6,7-dimethoxyquinazolin-4-(3H)-one (100 mg) and phosphorous oxychloride (10 mL) was refluxed for 2 h. Excess of POCl3 was evaporated under vacuum and the reaction mixture was attained to rt. The mixture was poured into ice cold water and basified with aqueous ammonia solution. The solution was extracted with chloroform (3×100 mL) and the combined CHCl3 layer was washed water, brine and dried over sodium sulfate. The solution was filtered and evaporated the ... Yields the product ClC1=NC(=NC2=CC(=C(C=C12)OC)OC)CN(C)C ((4-Chloro-6,7-dimethoxyquinazolin-2-yl)-N,N-dimethylmethanamine). The reactants are CN(C)CC1=NC2=CC(=C(C=C2C(N1)=O)OC)OC (2-((dimethylamino)methyl)-6,7-dimethoxyquinazolin-4-(3H)-one), P(=O)(Cl)(Cl)Cl (phosphorous oxychloride). The reactants are C(C)(=O)C1=CC=CC=C1 (acetophenone), C=O (paraformaldehyde), Cl.CNC (dimethylamine hydrochloride). Conditions: time 8 hour. Product: Cl.CN(C)C(C(=O)C1=CC=CC=C1)C (dimethylaminopropiophenone hydrochloride). Isolated yield 29.0%. Reaction SMILES: [C:1]([C:4]1[CH:9]=[CH:8][CH:7]=[CH:6][CH:5]=1)(=[O:3])[CH3:2].[CH2:10]=O.[ClH:12].[CH3:13][NH:14][CH3:15]>>[ClH:12].[CH3:13][N:14]([CH:2]([CH3:10])[C:1]([C:4]1[CH:9]=[CH:8][CH:7]=[CH:6][CH:5]=1)=[O:3])[CH3:15] |f:2.3,4.5|. Reported procedure: A mixture of acetophenone (100 g), paraformaldehyde (25 g) and dimethylamine hydrochloride (68 g) was vigorously stirred and pumped through the CMR (23 ml/min.; 180°-90° C.; 400 kPa). The product tended to crystallise rapidly when cooled, so was collected by passing the hot effluent into a flask which was cooled in ice-water. Analysis by 1H nmr indicated a 44% conversion of acetophenone to product, which was isolated in 29% yield. By conventional methodology8, a crude yield of 71% can be obtaine... The reactants are [Br-], CCO, C[N+](C)(CCNC(=O)c1nc(Cl)c(N)nc1N)CCN1C(=O)c2ccccc2C1=O, NN, O. The product is [Br-], C[N+](C)(CCN)CCNC(=O)c1nc(Cl)c(N)nc1N. As a reaction SMILES: [Br-:1].[CH3:35][CH2:36][OH:37].[NH2:2][c:3]1[c:4]([C:11](=[O:12])[NH:13][CH2:14][CH2:15][N+:16]([CH3:17])([CH3:18])[CH2:19][CH2:20][N:21]2[C:22](=[O:23])[c:24]3[c:25]([cH:26][cH:27][cH:28][cH:29]3)[C:30]2=[O:31])[n:5][c:6]([Cl:10])[c:7]([NH2:9])[n:8]1.[NH2:33][NH2:34].[OH2:32]>>[Br-:1].[NH2:2][c:3]1[c:4]([C:11](=[O:12])[NH:13][CH2:14][CH2:15][N+:16]([CH3:17])([CH3:18])[CH2:19][CH2:20][NH2:21])[n:5][c:6]([Cl:10])[c:7]([NH2:9])[n:8]1. Starting materials: CC1OC(C2=CC=C(C=C2C1)OC)C1=CC=C(C=C1)[N+](=O)[O-] (3-Methyl-1-(4-nitrophenyl)-6-methoxyisochroman), Cl (HCl), [OH-].[Na+] (sodium hydroxide). Solvent: CS(=O)C (DMSO), CN(C)C=O (DMF). Reaction conditions: time 5 hour. Yields the product OC1(OC(CC2=CC(=CC=C12)OC)C)C1=CC=C(C=C1)[N+](=O)[O-] (1-Hydroxy-3-methyl-1-(4-nitrophenyl)-6-methoxyisochroman). As a reaction SMILES: [CH3:1][CH:2]1[CH2:11][C:10]2[C:5](=[CH:6][CH:7]=[C:8]([O:12][CH3:13])[CH:9]=2)[CH:4]([C:14]2[CH:19]=[CH:18][C:17]([N+:20]([O-:22])=[O:21])=[CH:16][CH:15]=2)[O:3]1.[OH-:23].[Na+].Cl>CS(C)=O.CN(C=O)C>[OH:23][C:4]1([C:14]2[CH:19]=[CH:18][C:17]([N+:20]([O-:22])=[O:21])=[CH:16][CH:15]=2)[C:5]2[C:10](=[CH:9][C:8]([O:12][CH3:13])=[CH:7][CH:6]=2)[CH2:11][CH:2]([CH3:1])[O:3]1 |f:1.2|. Procedure details: A solution of 3 (1.3 g) in 4 ml of DMSO and 24 ml of DMF was cooled to 8-12° C. and air was passed through the mixture. To the solution was added 1.2 ml of 50% aqueous sodium hydroxide in one portion and the resulting mixture was stirred for 5 hours. HCl (1 N) was added, and extracted with ethyl acetate three times. The combined organic phase was washed with water in order to remove DMF, dried over Na2SO4. Removal of the solvent afforded syrup crude product (1.6 g), which was used directly for t... The reactants are C1CCOC1, CCN(C(C)C)C(C)C, Nc1cc2c(cn1)CC1(C2)C(=O)Nc2ncccc21, O=C(O)CN1C(=O)C2(CCN(CC(F)(F)F)CC2)c2ccccc21. The product is O=C(CN1C(=O)C2(CCN(CC(F)(F)F)CC2)c2ccccc21)Nc1cc2c(cn1)CC1(C2)C(=O)Nc2ncccc21. As a reaction SMILES: [CH2:53]1[O:54][CH2:55][CH2:56][CH2:57]1.[CH:44]([N:45]([CH2:46][CH3:47])[CH:48]([CH3:49])[CH3:50])([CH3:51])[CH3:52].[NH2:25][c:26]1[cH:27][c:28]2[c:29]([cH:30][n:31]1)[CH2:32][C:33]1([CH2:34]2)[C:35](=[O:43])[NH:36][c:37]2[n:38][cH:39][cH:40][cH:41][c:42]21.[O:1]=[C:2]1[N:3]([CH2:21][C:22](=[O:23])[OH:24])[c:4]2[cH:5][cH:6][cH:7][cH:8][c:9]2[C:10]12[CH2:11][CH2:12][N:13]([CH2:16][C:17]([F:18])([F:19])[F:20])[CH2:14][CH2:15]2>>[O:1]=[C:2]1[N:3]([CH2:21][C:22](=[O:24])[NH:25][c:26]2[cH:27][c:28]3[c:29]([cH:30][n:31]2)[CH2:32][C:33]2([CH2:34]3)[C:35](=[O:43])[NH:36][c:37]3[n:38][cH:39][cH:40][cH:41][c:42]32)[c:4]2[cH:5][cH:6][cH:7][cH:8][c:9]2[C:10]12[CH2:11][CH2:12][N:13]([CH2:16][C:17]([F:18])([F:19])[F:20])[CH2:14][CH2:15]2.